The task is: describe an organic reaction: reactants, conditions, products, and yield. This data is from the Open Reaction Database (ORD), a public repository of structured organic reaction records. Reactants: C1(=CC=CC=C1)P(C1=CC=CC=C1)C1=CC=CC=C1 (triphenylphosphine), C([O-])([O-])=O.[Na+].[Na+] (sodium carbonate), C(C)OC(C(C)(OC1=CC=C(C=C1)OCCC=1N=C(OC1C)C1=CC=C(C=C1)B1OC(C(O1)(C)C)(C)C)C)=O (2-methyl-2-[4-(2-{5-methyl-2-[4-(4,4,5,5-tetramethyl-[1,3,2]dioxaborolan-2-yl)-phenyl]-oxazol-4-yl}-ethoxy)-phenoxy]-propionic acid ethyl ester), BrC=1C=NC=NC1 (5-bromopyrimidine). The reagents and catalysts are C(C)(=O)[O-].[Pd+2].C(C)(=O)[O-] (palladium acetate). Solvent: C(C)(C)O (isopropanol). Reaction conditions: temperature 86 celsius, time 20 minute. Yields the product C(C)OC(C(C)(OC1=CC=C(C=C1)OCCC=1N=C(OC1C)C1=CC=C(C=C1)C=1C=NC=NC1)C)=O (2-Methyl-2-(4-{2-[5-methyl-2-(4-pyrimidin-5-yl-phenyl)-oxazol-4-yl]-ethoxy}-phenoxy)-propionic acid ethyl ester). As a reaction SMILES: [CH2:1]([O:3][C:4](=[O:39])[C:5]([CH3:38])([O:7][C:8]1[CH:13]=[CH:12][C:11]([O:14][CH2:15][CH2:16][C:17]2[N:18]=[C:19]([C:23]3[CH:28]=[CH:27][C:26](B4OC(C)(C)C(C)(C)O4)=[CH:25][CH:24]=3)[O:20][C:21]=2[CH3:22])=[CH:10][CH:9]=1)[CH3:6])[CH3:2].Br[C:41]1[CH:42]=[N:43][CH:44]=[N:45][CH:46]=1.C1(P(C2C=CC=CC=2)C2C=CC=CC=2)C=CC=CC=1.C(=O)([O-])[O-].[Na+].[Na+]>C([O-])(=O)C.[Pd+2].C([O-])(=O)C.C(O)(C)C>[CH2:1]([O:3][C:4](=[O:39])[C:5]([CH3:38])([O:7][C:8]1[CH:13]=[CH:12][C:11]([O:14][CH2:15][CH2:16][C:17]2[N:18]=[C:19]([C:23]3[CH:24]=[CH:25][C:26]([C:41]4[CH:42]=[N:43][CH:44]=[N:45][CH:46]=4)=[CH:27][CH:28]=3)[O:20][C:21]=2[CH3:22])=[CH:10][CH:9]=1)[CH3:6])[CH3:2] |f:3.4.5,6.7.8|. Reported procedure: A 50 mL flask was charged with 2-methyl-2-[4-(2-{5-methyl-2-[4-(4,4,5,5-tetramethyl-[1,3,2]dioxaborolan-2-yl)-phenyl]-oxazol-4-yl}-ethoxy)-phenoxy]-propionic acid ethyl ester (198 mg, 0.371 mmol), 5-bromopyrimidine (54 mg, 338 mmol), and 5 mL of isopropanol. The flask was purged with N2 three times. After 20 min, palladium acetate (3.0 mg, 0.04 mmol) and triphenylphosphine (3.5 mg, 0.04 mmol) were added. Following addition of a solution of sodium carbonate (43 mg in 1 mL H2O), the mixture was he... Starting materials: C(C)OC(C1=CC(=CC=C1)C1=C(CCC1)Br)=O (3-(2-Bromocyclopent-1-enyl)-benzoic acid ethyl ester), Pd(0)[PPh3]4, C([O-])([O-])=O.[K+].[K+] (potassium carbonate), C(C1=CC=CC=C1)OC1=C(C=C(C=C1)Cl)B(O)O ((2-benzyloxy-5-chlorophenyl) boronic acid). Solvent: C(OC)COC (dimethoxyethane). The product is C(C)OC(C1=CC(=CC=C1)C1=C(CCC1)C1=C(C=CC(=C1)Cl)OCC1=CC=CC=C1)=O (3-{2-[5-chloro-2-(benzyloxy)-phenyl]-cyclopent-1-enyl}-benzoic acid ethyl ester). Reaction SMILES: [CH2:1]([O:3][C:4](=[O:17])[C:5]1[CH:10]=[CH:9][CH:8]=[C:7]([C:11]2[CH2:15][CH2:14][CH2:13][C:12]=2Br)[CH:6]=1)[CH3:2].C(=O)([O-])[O-].[K+].[K+].[CH2:24]([O:31][C:32]1[CH:37]=[CH:36][C:35]([Cl:38])=[CH:34][C:33]=1B(O)O)[C:25]1[CH:30]=[CH:29][CH:28]=[CH:27][CH:26]=1>C(COC)OC>[CH2:1]([O:3][C:4](=[O:17])[C:5]1[CH:10]=[CH:9][CH:8]=[C:7]([C:11]2[CH2:15][CH2:14][CH2:13][C:12]=2[C:33]2[CH:34]=[C:35]([Cl:38])[CH:36]=[CH:37][C:32]=2[O:31][CH2:24][C:25]2[CH:26]=[CH:27][CH:28]=[CH:29][CH:30]=2)[CH:6]=1)[CH3:2] |f:1.2.3|. Procedure: 3-(2-Bromocyclopent-1-enyl)-benzoic acid ethyl ester (0.148 g, 0.0005 mol), Pd(0)[PPh3]4 (30 mg), potassium carbonate (0.2 g) and (2-benzyloxy-5-chlorophenyl) boronic acid (150 mg, 0.0005 mol) in dimethoxyethane (5 mL) were refluxed for 17 h under nitrogen. The reaction mixture was then filtered through Kieselghur and evaporated down to an oil. Purification was carried out on a Water's separation pack (10 g) with dichloromethane/isohexane giving the product (85 mg). Starting materials: O([Si](C1=CC=CC=C1)(C1=CC=CC=C1)C(C)(C)C)[C@@H]1CC2=CC=C3[C@@H]4CC[C@H]([C@@H](C=C[C@H]5C(CCC5)(C)O[Si](CC)(CC)CC)C)[C@]4(CC[C@@H]3[C@]2([C@H](C1)OC(=O)OC)C)C (3β-tert-Butyldiphenylsiloxy-1α-methoxycarbonyloxy-26,28-methylene-25-triethylsiloxy-ergosta-5,7,22-triene), [F-].C(CCC)[N+](CCCC)(CCCC)CCCC (tetra-n-butylammonium fluoride), C(=O)(O)[O-].[Na+] (NaHCO3), [F-].C(CCC)[N+](CCCC)(CCCC)CCCC (tetra-n-butylammonium fluoride). Solvent: C1CCOC1 (THF). Run at time 1.5 hour. Yields the product COC(=O)O[C@H]1C[C@@H](CC2=CC=C3[C@@H]4CC[C@H]([C@@H](C=C[C@H]5C(CCC5)(C)O)C)[C@]4(CC[C@@H]3[C@@]12C)C)O (1α-Methoxycarbonyloxy-26,28-methyleneergosta-5,7,22-triene-3β,25-diol). Isolated yield 88.5%. As a reaction SMILES: [O:1]([C@H:19]1[CH2:53][C@H:52]([O:54][C:55]([O:57][CH3:58])=[O:56])[C@@:51]2([CH3:59])[C:21](=[CH:22][CH:23]=[C:24]3[C@@H:50]2[CH2:49][CH2:48][C@@:47]2([CH3:60])[C@H:25]3[CH2:26][CH2:27][C@@H:28]2[C@H:29]([CH3:46])[CH:30]=[CH:31][C@@H:32]2[CH2:36][CH2:35][CH2:34][C:33]2([O:38][Si](CC)(CC)CC)[CH3:37])[CH2:20]1)[Si](C(C)(C)C)(C1C=CC=CC=1)C1C=CC=CC=1.[F-].C([N+](CCCC)(CCCC)CCCC)CCC.C([O-])(O)=O.[Na+]>C1COCC1>[CH3:58][O:57][C:55]([O:54][C@@H:52]1[C@@:51]2([CH3:59])[C:21](=[CH:22][CH:23]=[C:24]3[C@@H:50]2[CH2:49][CH2:48][C@@:47]2([CH3:60])[C@H:25]3[CH2:26][CH2:27][C@@H:28]2[C@H:29]([CH3:46])[CH:30]=[CH:31][C@@H:32]2[CH2:36][CH2:35][CH2:34][C:33]2([OH:38])[CH3:37])[CH2:20][C@@H:19]([OH:1])[CH2:53]1)=[O:56] |f:1.2,3.4|. Procedure details: To a solution 13a (719 mg, 0.845 mmol) in THF (15 mL) was added a solution of tetra-n-butylammonium fluoride (1.0M in THF, 2.5 mL), and the mixture was stirred at ambient temperature for 1.5 h. A solution of tetra-n-butylammonium fluoride (1.0M in THF, 2.5 mL) was added twice to the mixture, and the mixture was stirred at ambient temperature overnight. The mixture was poured into cold NaHCO3 solution, and the mixture was extracted with EtOAc. The combined organic layers were washed with NaCl sol...